Dataset: the Open Reaction Database (ORD), a public repository of structured organic reaction records. Task: describe an organic reaction: reactants, conditions, products, and yield Starting materials: CCOCc1nc2c(N)nc3cc(OCc4ccccc4)ccc3c2n1CC1COC(C)(C)O1, CO, CC#N, [OH-], [OH-], [Pd+2]. Yields the product CCOCc1nc2c(N)nc3cc(O)ccc3c2n1CC1COC(C)(C)O1. RXN SMILES: [CH2:1]([c:2]1[cH:3][cH:4][cH:5][cH:6][cH:7]1)[O:8][c:9]1[cH:10][cH:11][c:12]2[c:13]3[c:14]([c:15]([NH2:19])[n:16][c:17]2[cH:18]1)[n:20][c:21]([CH2:31][O:32][CH2:33][CH3:34])[n:22]3[CH2:23][CH:24]1[O:25][C:26]([CH3:29])([CH3:30])[O:27][CH2:28]1.[CH3:35][OH:36].[CH3:37][C:38]#[N:39].[OH-:40].[OH-:42].[Pd+2:41]>>[OH:8][c:9]1[cH:10][cH:11][c:12]2[c:13]3[c:14]([c:15]([NH2:19])[n:16][c:17]2[cH:18]1)[n:20][c:21]([CH2:31][O:32][CH2:33][CH3:34])[n:22]3[CH2:23][CH:24]1[O:25][C:26]([CH3:29])([CH3:30])[O:27][CH2:28]1. Product: FC=1C=C(C=CC1F)[C@@H](C)NC(C=1C=C(C=CC1)N)C1=CC=C(C=C1)F (3-{[(R)-1-(3,4-Difluorophenyl)ethylamino]-(4-fluorophenyl)methyl}-phenylamine). As a reaction SMILES: [F:1][C:2]1[CH:3]=[C:4]([C@H:9]([NH:11][CH:12]([C:22]2[CH:27]=[CH:26][C:25]([F:28])=[CH:24][CH:23]=2)[C:13]2[CH:18]=[CH:17][CH:16]=[C:15]([N+:19]([O-])=O)[CH:14]=2)[CH3:10])[CH:5]=[CH:6][C:7]=1[F:8].[BH4-].[Na+]>O.O.O.O.O.O.[Ni](Cl)Cl.CO>[F:1][C:2]1[CH:3]=[C:4]([C@H:9]([NH:11][CH:12]([C:22]2[CH:23]=[CH:24][C:25]([F:28])=[CH:26][CH:27]=2)[C:13]2[CH:14]=[C:15]([NH2:19])[CH:16]=[CH:17][CH:18]=2)[CH3:10])[CH:5]=[CH:6][C:7]=1[F:8] |f:1.2,3.4.5.6.7.8.9|. Reagents/catalysts: O.O.O.O.O.O.[Ni](Cl)Cl (nickel chloride hexahydrate). Reactants: FC=1C=C(C=CC1F)[C@@H](C)NC(C1=CC(=CC=C1)[N+](=O)[O-])C1=CC=C(C=C1)F (N-[(R)-1-(3,4-difluorophenyl)ethyl]-N-[(4-fluorophenyl)-(3-nitrophenyl)methyl]amine), [BH4-].[Na+] (sodium borohydride). Procedure: Following a similar reaction, separation and purification procedure to that described in Example (59b), 18.44 g of N-[(R)-1-(3,4-difluorophenyl)ethyl]-N-[(4-fluorophenyl)-(3-nitrophenyl)methyl]amine, 22.69 g of nickel chloride hexahydrate, 7.22 g of sodium borohydride and 150 ml of methanol were reacted, to obtain 1.27 g of isomer A and 2.79 g of isomer B of the title compound, respectively, each as a pale yellow oil. The solvent is CO (methanol). The reactants are 55, [N+](=O)([O-])C1=C(OC2=C(C=O)C=CC=C2)C=CC(=C1)C(F)(F)F (2-(2-nitro-4-trifluoromethylphenoxy)benzaldehyde), [H][H] (hydrogen). Reagents/catalysts: [Ni] (Raney nickel). Solvent: C(C)O (ethanol). The product is FC(C1=CC2=C(OC3=C(CN2)C=CC=C3)C=C1)(F)F (8-(trifluoromethyl)10,11,-dihydrodibenz -[b,f][1,4]oxazepine). Reaction SMILES: [N+:1]([C:4]1[CH:18]=[C:17]([C:19]([F:22])([F:21])[F:20])[CH:16]=[CH:15][C:5]=1[O:6][C:7]1[CH:14]=[CH:13][CH:12]=[CH:11][C:8]=1[CH:9]=O)([O-])=O.[H][H]>[Ni].C(O)C>[F:20][C:19]([F:22])([F:21])[C:17]1[CH:16]=[CH:15][C:5]2[O:6][C:7]3[CH:14]=[CH:13][CH:12]=[CH:11][C:8]=3[CH2:9][NH:1][C:4]=2[CH:18]=1. Reported procedure: A solution of 55 parts of the ether obtained in the preceding paragraph in 800 parts of ethanol was hydrogenated over Raney nickel catalyst at room temperature and atmospheric pressure. When hydrogen uptake ceased, the catalyst was removed by filtration and the ethanol solvent was evaporated. The residue was then dissolved in 500 parts by volume of hexane, filtered, and then cooled. There was then obtained yellowish-white crystals which were separated by filtration to give 8-(trifluoromethyl)10,... The reactants are (1983)]and, [Se](=O)=O (selenium dioxide), N1(C=CC=C1)N1C(=NC2=C1C=CC=C2)C (1-(1-pyrrolyl)-2-methylbenzimidazole). The solvent is O1CCOCC1 (dioxane). The product is N1(C=CC=C1)N1C(=NC2=C1C=CC=C2)C=O (1-(1-Pyrrolyl)-benzimidazole-2-carboxaldehyde). Reaction SMILES: [N:1]1([N:6]2[C:10]3[CH:11]=[CH:12][CH:13]=[CH:14][C:9]=3[N:8]=[C:7]2[CH3:15])[CH:5]=[CH:4][CH:3]=[CH:2]1.[Se](=O)=[O:17]>O1CCOCC1>[N:1]1([N:6]2[C:10]3[CH:11]=[CH:12][CH:13]=[CH:14][C:9]=3[N:8]=[C:7]2[CH:15]=[O:17])[CH:2]=[CH:3][CH:4]=[CH:5]1. Procedure: Using the procedure of Example 10B and starting with 1.9 g of 1-(1-pyrrolyl)-2-methylbenzimidazole [Synthesis, 757 (1983)]and 1.07 g of selenium dioxide in 35 ml of dioxane, there was obtained 1.3 g of the product.